Task: describe an organic reaction: reactants, conditions, products, and yield. Dataset: the Open Reaction Database (ORD), a public repository of structured organic reaction records The reactants are COCCN(C(=O)N1CCN(CC1)CC1=CC=2N=C(N=C(C2S1)N1CCOCC1)Cl)C (4-(2-Chloro-4-morpholin-4-yl-thieno[3,2-d]pyrimidin-6-ylmethyl)-piperazine-1-carboxylic acid (2-methoxy-ethyl)-methyl-amide), CC1(OB(OC1(C)C)C=1C=NC(=NC1)N)C (5-(4,4,5,5-tetramethyl-[1,3,2]dioxaborolan-2-yl)-pyrimidin-2-ylamine). Yields the product NC1=NC=C(C=N1)C=1N=C(C2=C(N1)C=C(S2)CN2CCN(CC2)C(=O)N(C)CCOC)N2CCOCC2 (4-((2-(2-aminopyrimidin-5-yl)-4-morpholinothieno[3,2-d]pyrimidin-6-yl)methyl)-N-(2-methoxyethyl)-N-methylpiperazine-1-carboxamide). As a reaction SMILES: [CH3:1][O:2][CH2:3][CH2:4][N:5]([CH3:31])[C:6]([N:8]1[CH2:13][CH2:12][N:11]([CH2:14][C:15]2[S:23][C:22]3[C:21]([N:24]4[CH2:29][CH2:28][O:27][CH2:26][CH2:25]4)=[N:20][C:19](Cl)=[N:18][C:17]=3[CH:16]=2)[CH2:10][CH2:9]1)=[O:7].CC1(C)C(C)(C)OB([C:40]2[CH:41]=[N:42][C:43]([NH2:46])=[N:44][CH:45]=2)O1>>[NH2:46][C:43]1[N:44]=[CH:45][C:40]([C:19]2[N:20]=[C:21]([N:24]3[CH2:29][CH2:28][O:27][CH2:26][CH2:25]3)[C:22]3[S:23][C:15]([CH2:14][N:11]4[CH2:12][CH2:13][N:8]([C:6]([N:5]([CH2:4][CH2:3][O:2][CH3:1])[CH3:31])=[O:7])[CH2:9][CH2:10]4)=[CH:16][C:17]=3[N:18]=2)=[CH:41][N:42]=1. Reported procedure: 4-(2-Chloro-4-morpholin-4-yl-thieno[3,2-d]pyrimidin-6-ylmethyl)-piperazine-1-carboxylic acid (2-methoxy-ethyl)-methyl-amide (Example 27) was reacted with 5-(4,4,5,5-tetramethyl-[1,3,2]dioxaborolan-2-yl)-pyrimidin-2-ylamine via General Procedure A. Purification on silica yielded 155. NMR (CDCl3): 2.57-2.60 (m, 4H, 2×CH2), 2.92 (s, 3H, CH3), 3.31-3.33 (m, 4H, 2×CH2), 3.36 (s, 3H, CH3), 3.38-3.41 (m, 4H, 2×CH2), 3.55-3.57 (m, 4H, 2×CH2), 3.86 (s, 2H, CH2), 3.89-3.92 (m, 4H, 2×CH2), 4.04-4.06 (m, 4H...